This data is from the Open Reaction Database (ORD), a public repository of structured organic reaction records. The task is: describe an organic reaction: reactants, conditions, products, and yield The reactants are CS(N)(=O)=O, CS(C)=O, [K+], [K+], O=c1cc(Nc2ccccc2)n(-c2ccccc2)c2nc(Cl)cc(C(F)(F)F)c12, O=C([O-])[O-]. The product is CS(=O)(=O)Nc1cc(C(F)(F)F)c2c(=O)cc(Nc3ccccc3)n(-c3ccccc3)c2n1. RXN SMILES: [CH3:30][S:31](=[O:32])(=[O:33])[NH2:34].[CH3:41][S:42]([CH3:43])=[O:44].[K+:35].[K+:36].[NH:1]([c:2]1[cH:3][cH:4][cH:5][cH:6][cH:7]1)[c:8]1[n:9](-[c:24]2[cH:25][cH:26][cH:27][cH:28][cH:29]2)[c:10]2[n:11][c:12]([Cl:23])[cH:13][c:14]([C:19]([F:20])([F:21])[F:22])[c:15]2[c:16](=[O:18])[cH:17]1.[O-:37][C:38]([O-:39])=[O:40]>>[NH:1]([c:2]1[cH:3][cH:4][cH:5][cH:6][cH:7]1)[c:8]1[n:9](-[c:24]2[cH:25][cH:26][cH:27][cH:28][cH:29]2)[c:10]2[n:11][c:12]([NH:34][S:31]([CH3:30])(=[O:32])=[O:33])[cH:13][c:14]([C:19]([F:20])([F:21])[F:22])[c:15]2[c:16](=[O:18])[cH:17]1. The reactants are Cl (HCl), CC(C)([O-])C.[K+] (potassium tert-butoxide), O (water), C(C)OC1=C(C2=C([C@H]3[C@H](O2)C[C@@H](CC3)C3CCC(CC3)C=O)C=C1)F ((±)-4-((3R*,4aR*,9bS*)-7-ethoxy-6-fluoro-1,2,3,4,4a,9b-hexahydrodibenzofuran-3-yl)cyclohexanecarbaldehyde). Reagents/catalysts: [Br-].C[P+](C1=CC=CC=C1)(C1=CC=CC=C1)C1=CC=CC=C1 (methyltriphenylphosphonium bromide). Run in C1CCOC1 (THF), C1CCOC1 (THF), C1CCOC1 (THF). Conditions: time 3 hour. The product is C(C)OC1=C(C2=C([C@H]3[C@H](O2)C[C@@H](CC3)C3CCC(CC3)C=C)C=C1)F ((±)-(3R*,4aR*,9bS*)-7-ethoxy-6-fluoro-3-(4-vinylcyclohexyl)-1,2,3,4,4a,9b-hexahydrodibenzofuran). Reaction SMILES: [CH3:1]C(C)([O-])C.[K+].[CH2:7]([O:9][C:10]1[CH:30]=[CH:29][C:13]2[C@@H:14]3[CH2:20][CH2:19][C@@H:18]([CH:21]4[CH2:26][CH2:25][CH:24]([CH:27]=O)[CH2:23][CH2:22]4)[CH2:17][C@H:15]3[O:16][C:12]=2[C:11]=1[F:31])[CH3:8].O.Cl>[Br-].C[P+](C1C=CC=CC=1)(C1C=CC=CC=1)C1C=CC=CC=1.C1COCC1>[CH2:7]([O:9][C:10]1[CH:30]=[CH:29][C:13]2[C@@H:14]3[CH2:20][CH2:19][C@@H:18]([CH:21]4[CH2:22][CH2:23][CH:24]([CH:27]=[CH2:1])[CH2:25][CH2:26]4)[CH2:17][C@H:15]3[O:16][C:12]=2[C:11]=1[F:31])[CH3:8] |f:0.1,5.6|. Procedure details: 9.65 g (27.0 mmol) of methyltriphenylphosphonium bromide are initially introduced in 100 ml of THF, and 3.09 g (27.0 mmol) of potassium tert-butoxide in 60 ml of THF are added at −5° C. After 1 h at this temperature, 8.40 g (about 24 mmol) of crude (±)-4-((3R*,4aR*,9bS*)-7-ethoxy-6-fluoro-1,2,3,4,4a,9b-hexahydrodibenzofuran-3-yl)cyclohexanecarbaldehyde as a solution in 90 ml of THF are added dropwise, and the batch is stirred at room temperature for 3 h. The reaction solution is hydrolysed using... Reaction SMILES: Br[C:2]1[CH:3]=[N:4][CH:5]=[N:6][CH:7]=1.[C:8]([O:11][C@@H:12]1[C@@H:26]([O:27][C:28](=[O:30])[CH3:29])[C@H:25]([O:31][C:32](=[O:34])[CH3:33])[CH2:24][S:23][C@H:13]1[O:14][C:15]1[C:16]([F:22])=[N:17][CH:18]=[C:19](Br)[CH:20]=1)(=[O:10])[CH3:9]>>[C:8]([O:11][C@@H:12]1[C@@H:26]([O:27][C:28](=[O:30])[CH3:29])[C@H:25]([O:31][C:32](=[O:34])[CH3:33])[CH2:24][S:23][C@H:13]1[O:14][C:15]1[C:16]([F:22])=[N:17][CH:18]=[C:19]([C:2]2[CH:3]=[N:4][CH:5]=[N:6][CH:7]=2)[CH:20]=1)(=[O:10])[CH3:9]. Isolated yield 40.0%. The reactants are C(C)(=O)O[C@H]1[C@H](OC=2C(=NC=C(C2)Br)F)SC[C@H]([C@@H]1OC(C)=O)OC(C)=O (5-bromo-2-fluoro-3-pyridinyl 2,3,4-tri-O-acetyl-5-thio-β-D-xylopyranoside), VIII, 5-(pinacolatoboryl)pyrimidine, BrC=1C=NC=NC1 (5-bromopyrimidine). Procedure details: By carrying out the operation analogously to the first part of example 137, 5-(pinacolatoboryl)pyrimidine is prepared from 5-bromopyrimidine and is reacted immediately in the same reactor with 5-bromo-2-fluoro-3-pyridinyl 2,3,4-tri-O-acetyl-5-thio-β-D-xylopyranoside, obtained according to preparation VIII, under conditions analogous to those applied in the preparation of example 177. The expected product is thus obtained in the form of a yellow solid (yield=40%). The product is C(C)(=O)O[C@H]1[C@H](OC=2C(=NC=C(C2)C=2C=NC=NC2)F)SC[C@H]([C@@H]1OC(C)=O)OC(C)=O (2-Fluoro-5-(5-pyrimidinyl)-3-pyridinyl 2,3,4-tri-O-acetyl-5-thio-β-D-xylo-pyranoside), solid. Reactants: [N+](=O)([O-])C=1C=C(C=CC1)C1=CC=C(C(=O)OC)C=C1 (methyl 4-(3-nitrophenyl)benzoate), Cl (hydrochloric acid), C([O-])(O)=O.[Na+] (sodium bicarbonate). Reagents/catalysts: [Fe] (iron). The solvent is CO (methanol). Product: NC=1C=C(C=CC1)C1=CC=C(C(=O)OC)C=C1 (methyl 4-(3-aminophenyl)benzoate). Isolated yield 72.1%. Reaction SMILES: [N+:1]([C:4]1[CH:5]=[C:6]([C:10]2[CH:19]=[CH:18][C:13]([C:14]([O:16][CH3:17])=[O:15])=[CH:12][CH:11]=2)[CH:7]=[CH:8][CH:9]=1)([O-])=O.Cl.C(=O)(O)[O-].[Na+]>CO.[Fe]>[NH2:1][C:4]1[CH:5]=[C:6]([C:10]2[CH:19]=[CH:18][C:13]([C:14]([O:16][CH3:17])=[O:15])=[CH:12][CH:11]=2)[CH:7]=[CH:8][CH:9]=1 |f:2.3|. Procedure: A mixture of methyl 4-(3-nitrophenyl)benzoate (8.37 g), iron powder (7.5 g) and hydrochloric acid (35%, 22 ml) in methanol (60 ml) was stirred under reflux for 3 hours. Then the mixture was poured into aqueous sodium bicarbonate and extracted with ethyl acetate twice. The combined organic phase was washed with aqueous sodium bicarbonate and brine, dried over magnesium sulfate and concentrated. The resultant solid was collected and washed with isopropyl ether to give methyl 4-(3-aminophenyl)benzo... Reactants: COC=1C=C(C=CC1OC)C1=CC=C(C=N1)/C=C/C(=O)NC1=C(C=CC(=C1)C=1SC=CC1)NC(OC(C)(C)C)=O ((E)-tert-butyl 2-(3-(6-(3,4-dimethoxyphenyl)pyridin-3-yl)acrylamido)-4-(thiophen-2-yl)phenylcarbamate), FC(C(=O)O)(F)F (trifluoroacetic acid). Run in C(Cl)Cl (DCM). Reaction conditions: time 2 hour. Yields the product NC1=C(C=C(C=C1)C=1SC=CC1)NC(\C=C\C=1C=NC(=CC1)C1=CC(=C(C=C1)OC)OC)=O ((E)-N-(2-Amino-5-(thiophen-2-yl)phenyl)-3-(6-(3,4-dimethoxyphenyl)pyridin-3-yl)acrylamide). The yield is 55.4%. As a reaction SMILES: [CH3:1][O:2][C:3]1[CH:4]=[C:5]([C:11]2[N:16]=[CH:15][C:14](/[CH:17]=[CH:18]/[C:19]([NH:21][C:22]3[CH:27]=[C:26]([C:28]4[S:29][CH:30]=[CH:31][CH:32]=4)[CH:25]=[CH:24][C:23]=3[NH:33]C(=O)OC(C)(C)C)=[O:20])=[CH:13][CH:12]=2)[CH:6]=[CH:7][C:8]=1[O:9][CH3:10].FC(F)(F)C(O)=O>C(Cl)Cl>[NH2:33][C:23]1[CH:24]=[CH:25][C:26]([C:28]2[S:29][CH:30]=[CH:31][CH:32]=2)=[CH:27][C:22]=1[NH:21][C:19](=[O:20])/[CH:18]=[CH:17]/[C:14]1[CH:15]=[N:16][C:11]([C:5]2[CH:6]=[CH:7][C:8]([O:9][CH3:10])=[C:3]([O:2][CH3:1])[CH:4]=2)=[CH:12][CH:13]=1. Procedure details: To a solution of compound 41 (85.2 mg, 0.15 mmol) in DCM (2 mL) was added neat trifluoroacetic acid (0.7 mL). The reaction was allowed to stir at room temperature for 2 h then concentrated, diluted with AcOEt, washed with saturated aqueous NaHCO3, brine, dried over MgSO4, filtered and concentrated to give title compound 42 (38 mg, 54% yield). Starting materials: ClC1=C(C=CC=C1)C1=NCC(NC2=C1C=C(C=C2)[N+](=O)[O-])=S (5-(2-chlorophenyl)-7-nitro-1,3-dihydro-2H-1,4-benzodiazepine-2-thione), C([O-])(O)=O.[Na+] (sodium bicarbonate), [Cl-].O[NH3+] (hydroxylammonium chloride), C1(=CC=CC=C1)N=C=O (phenyl isocyanate). Run at time 8 hour. Yields the product ClC1=C(C=CC=C1)C1=NCC(=NC2=C1C=C(C=C2)[N+](=O)[O-])NOC(NC2=CC=CC=C2)=O (5-(2-Chlorophenyl)-7-nitro-2-phenylcarbamoyloxyamino-3H-1,4-benzodiazepine). As a reaction SMILES: [Cl:1][C:2]1[CH:7]=[CH:6][CH:5]=[CH:4][C:3]=1[C:8]1[C:14]2[CH:15]=[C:16]([N+:19]([O-:21])=[O:20])[CH:17]=[CH:18][C:13]=2[NH:12][C:11](=S)[CH2:10][N:9]=1.[C:23](=[O:26])(O)[O-:24].[Na+].[Cl-].O[NH3+:30].[C:31]1([N:37]=C=O)[CH:36]=[CH:35][CH:34]=[CH:33][CH:32]=1>>[Cl:1][C:2]1[CH:7]=[CH:6][CH:5]=[CH:4][C:3]=1[C:8]1[C:14]2[CH:15]=[C:16]([N+:19]([O-:21])=[O:20])[CH:17]=[CH:18][C:13]=2[N:12]=[C:11]([NH:30][O:24][C:23](=[O:26])[NH:37][C:31]2[CH:36]=[CH:35][CH:34]=[CH:33][CH:32]=2)[CH2:10][N:9]=1 |f:1.2,3.4|. Reported procedure: 2 g of 5-(2-chlorophenyl)-7-nitro-1,3-dihydro-2H-1,4-benzodiazepine-2-thione are reacted with 0.8 g of sodium bicarbonate and 0.7 g of hydroxylammonium chloride, analogously to Example 16. After stirring for 8 hours at room temperature, 0.8 ml of phenyl isocyanate are added, and the mixture is stirred for 1/2 an hour and precipitated with water; the oil produced is crystallized by means of ethanol. Recrystallization from ethanol yields 2 g of yellow crystals of melting point 201° to 203° C.